This data is from the Open Reaction Database (ORD), a public repository of structured organic reaction records. The task is: describe an organic reaction: reactants, conditions, products, and yield As a reaction SMILES: [Cl:1][C:2]1[CH:27]=[CH:26][C:5]([CH2:6][N:7]2[C:19]3[CH:18]([CH2:20][C:21]([OH:23])=[O:22])[CH2:17][CH2:16][CH2:15][C:14]=3[C:13]3[C:8]2=[C:9]([F:25])[CH:10]=[C:11]([F:24])[CH:12]=3)=[CH:4][CH:3]=1.[CH3:28][C@H](NC)[C@H](O)C1C=CC=CC=1>>[Cl:1][C:2]1[CH:27]=[CH:26][C:5]([CH2:6][N:7]2[C:19]3[CH:18]([CH2:20][C:21]([O:23][CH3:28])=[O:22])[CH2:17][CH2:16][CH2:15][C:14]=3[C:13]3[C:8]2=[C:9]([F:25])[CH:10]=[C:11]([F:24])[CH:12]=3)=[CH:4][CH:3]=1. Product: ClC1=CC=C(CN2C3=C(C=C(C=C3C=3CCCC(C23)CC(=O)OC)F)F)C=C1 ((+) 9-p-Chlorobenzyl-6,8-difluoro-1,2,3,4-tetrahydrocarbazol-1-yl-acetic acid, methyl ester). Reactants: ClC1=CC=C(CN2C3=C(C=C(C=C3C=3CCCC(C23)CC(=O)O)F)F)C=C1 (9-p-chlorobenzyl-6,8-difluoro-1,2,3,4-tetrahydrocarbazol-1-yl-acetic acid), C[C@@H]([C@@H](C1=CC=CC=C1)O)NC (1(-)ephedrine). Procedure: Following the method of Example 18, Step II to Step IV, but using 9-p-chlorobenzyl-6,8-difluoro-1,2,3,4-tetrahydrocarbazol-1-yl-acetic acid from Example 30, Step III and using 1(-)ephedrine in Step III, there is obtained the title compound. Solvent: O (water), O1CCOCC1 (1,4-dioxane). Yield: 64.6%. Yields the product ClC1=CC(=C(C(=O)O)C=C1)NS(=O)(=O)C1=CC(=C(C=C1)Cl)C(F)(F)F (4-Chloro-2-(4-chloro-3-trifluoromethyl-benzenesulfonylamino)-benzoic acid). The reactants are C(=O)([O-])[O-].[Na+].[Na+] (Na2CO3), NC1=C(C(=O)O)C=CC(=C1)Cl (2-amino-4-chloro-benzoic acid), Cl (HCl), ClC1=C(C=C(C=C1)S(=O)(=O)Cl)C(F)(F)F (4-chloro-3-trifluoromethyl-benzenesulfonyl chloride). RXN SMILES: C([O-])([O-])=O.[Na+].[Na+].[NH2:7][C:8]1[CH:16]=[C:15]([Cl:17])[CH:14]=[CH:13][C:9]=1[C:10]([OH:12])=[O:11].[Cl:18][C:19]1[CH:24]=[CH:23][C:22]([S:25](Cl)(=[O:27])=[O:26])=[CH:21][C:20]=1[C:29]([F:32])([F:31])[F:30].Cl>O.O1CCOCC1>[Cl:17][C:15]1[CH:14]=[CH:13][C:9]([C:10]([OH:12])=[O:11])=[C:8]([NH:7][S:25]([C:22]2[CH:23]=[CH:24][C:19]([Cl:18])=[C:20]([C:29]([F:32])([F:30])[F:31])[CH:21]=2)(=[O:27])=[O:26])[CH:16]=1 |f:0.1.2|. Procedure: To a solution of Na2CO3 (11.7 g, 110.7 mmol) in water (50 mL) and 1,4-dioxane (50 mL) at 60° C. was added 2-amino-4-chloro-benzoic acid (5.0 g, 29.14 mmol) followed by 4-chloro-3-trifluoromethyl-benzenesulfonyl chloride (20.15 g, 72.48 mmol) in 3 portions and heated the resulting reaction mixture at 80° C. for 4 hours. 2N HCl Was added until the reaction mixture became acidic (pH=˜2) and obtained white solid was filtered, washed with water, dried under high vacuum to obtain title compound (7.8 g... The reactants are 156, C(=O)(Cl)Cl (phosgene), ClC=1C=C(N)C=CC1F (3-chloro-4-fluoroaniline), 250. Solvent: C1(=CC=CC=C1)C (toluene). Run at temperature 110 celsius. The product is ClC=1C=C(C=CC1F)N=C=O (3-chloro-4-fluorophenyl isocyanate). As a reaction SMILES: [Cl:1][C:2]1[CH:3]=[C:4]([CH:6]=[CH:7][C:8]=1[F:9])[NH2:5].[C:10](Cl)(Cl)=[O:11]>C1(C)C=CC=CC=1>[Cl:1][C:2]1[CH:3]=[C:4]([N:5]=[C:10]=[O:11])[CH:6]=[CH:7][C:8]=1[F:9]. Reported procedure: At -10° to 0° C. and while stirring, a solution of 156 parts by weight of 3-chloro-4-fluoroaniline (J. Chem. Soc., 1928, 423) is metered into a solution of 250 parts by weight of phosgene in 1,000 parts by weight of toluene. The mixture is slowly heated to 110° C. (internal temperature), at which temperature it becomes clear. The reactants are C(C)(=O)Cl (acetyl chloride), N1CCCCC1 (piperidine), ClC1=C(C=O)C=CC=C1 (2-chlorobenzaldehyde). Product: yield, [Cl-].ClC1=C(C=[N+]2CCCCC2)C=CC=C1 (1-(2-chloro-benzylidene)-piperidinium chloride). The yield is 58.0%. As a reaction SMILES: [NH:1]1[CH2:6][CH2:5][CH2:4][CH2:3][CH2:2]1.[Cl:7][C:8]1[CH:15]=[CH:14][CH:13]=[CH:12][C:9]=1[CH:10]=O.C(Cl)(=O)C>>[Cl-:7].[Cl:7][C:8]1[CH:15]=[CH:14][CH:13]=[CH:12][C:9]=1[CH:10]=[N+:1]1[CH2:6][CH2:5][CH2:4][CH2:3][CH2:2]1 |f:3.4|. Reported procedure: The reaction of 8.5 g (0.100 mol) piperidine and 7.0 g (0.050 mol) 2-chlorobenzaldehyde in accordance with general synthesis instructions 2 and subsequent reaction with 3.9 g (0.050 mol) acetyl chloride in accordance with general synthesis instructions 3 gave 7.1 g (corresponding to 58% of the yield calculated by theory) 1-(2-chloro-benzylidene)-piperidinium chloride. The reactants are B(F)(F)F.CCOCC (boron trifluoride etherate), SCC(CS)S (1,2,3-trimercaptopropane), O=CCCC(=O)OC (Methyl 4-oxobutanoate). Run in C(Cl)Cl (methylene chloride). The product is SCC1SC(SC1)CCC(=O)OC (Methyl 4-(mercaptomethyl)-1,3-dithiolane-2-propanoate), product. Isolated yield 35.0%. Reaction SMILES: [SH:1][CH2:2][CH:3]([SH:6])[CH2:4][SH:5].O=[CH:8][CH2:9][CH2:10][C:11]([O:13][CH3:14])=[O:12].B(F)(F)F.CCOCC>C(Cl)Cl>[SH:1][CH2:2][CH:3]1[CH2:4][S:5][CH:8]([CH2:9][CH2:10][C:11]([O:13][CH3:14])=[O:12])[S:6]1 |f:2.3|. Procedure details: The title compound was prepared according to the procedure in Example 1 using 1,2,3-trimercaptopropane (4.21 g, 0.03 mol), methyl 4-oxobutanoate from Example 73 (3.5 g, 0.03 mol) and boron trifluoride etherate (1 ml) in methylene chloride (75 ml). The crude product was chromatographed on silica gel using 5% ethyl acetate/hexane as eluent to give 2.5 g (35%) of product. Starting materials: ClC1=C(CN2C(=NC=3C2=NC(=CC3)C(=O)OC)C)C=CC(=C1)I (methyl 3-(2-chloro-4-iodobenzyl)-2-methyl-3H-imidazo[4,5-b]pyridine-5-carboxylate), C#CCCCC (1-hexyne), C1(=CC=CC=C1)P(C1=CC=CC=C1)C1=CC=CC=C1 (triphenylphosphine), C(CCC)N(CCCC)CCCC (tributylamine). Reagents/catalysts: C(C)(=O)[O-].[Pd+2].C(C)(=O)[O-] (palladium(II) acetate), [Cu]I (copper(I) iodide). Run in CN(C=O)C (dimethylformamide). Conditions: temperature 60 celsius, time 1.5 hour. Product: ClC1=C(CN2C(=NC=3C2=NC(=CC3)C(=O)OC)C)C=CC(=C1)C#CCCCC (Methyl 3-(2-chloro-4-(1-hexynyl)benzyl)-2-methyl-3H-imidazo[4,5-b]pyridine-5-carboxylate). Yield: 69.5%. As a reaction SMILES: [Cl:1][C:2]1[CH:22]=[C:21](I)[CH:20]=[CH:19][C:3]=1[CH2:4][N:5]1[C:9]2=[N:10][C:11]([C:14]([O:16][CH3:17])=[O:15])=[CH:12][CH:13]=[C:8]2[N:7]=[C:6]1[CH3:18].[CH:24]#[C:25][CH2:26][CH2:27][CH2:28][CH3:29].C1(P(C2C=CC=CC=2)C2C=CC=CC=2)C=CC=CC=1.C(N(CCCC)CCCC)CCC>C([O-])(=O)C.[Pd+2].C([O-])(=O)C.[Cu]I.CN(C)C=O>[Cl:1][C:2]1[CH:22]=[C:21]([C:24]#[C:25][CH2:26][CH2:27][CH2:28][CH3:29])[CH:20]=[CH:19][C:3]=1[CH2:4][N:5]1[C:9]2=[N:10][C:11]([C:14]([O:16][CH3:17])=[O:15])=[CH:12][CH:13]=[C:8]2[N:7]=[C:6]1[CH3:18] |f:4.5.6|. Procedure details: A mixture of methyl 3-(2-chloro-4-iodobenzyl)-2-methyl-3H-imidazo[4,5-b]pyridine-5-carboxylate (2.31 g), 1-hexyne (2.00 g), palladium(II) acetate (235 mg), triphenylphosphine (549 mg), copper(I) iodide (297 mg), tributylamine (2.91 g) and dimethylformamide (23 ml) was stirred under an nitrogen atmosphere at 60° C. for 1.5 hr. The reaction mixture was partitioned between ethyl acetate and water. The organic layer was washed with water, dried and concentrated under reduced pressure. The residue wa... The reactants are NCC=1SC=C(N1)C1=C(C=C2C(C(=CN(C2=C1F)CC)C(=O)O)=O)F (7-[2-(aminomethyl)-4-thiazolyl]-1-ethyl-6,8-difluoro-1,4-dihydro-4-oxo-3-quinolinecarboxylic acid), CN (methylamine). Reaction conditions: temperature 50 celsius. The product is NCC=1SC=C(N1)C1=C(C=C2C(C(=CN(C2=C1NC)CC)C(=O)O)=O)F (7-[2-(aminomethyl)-4-thiazolyl]-1-ethyl-6-fluoro-1,4-dihydro-8-methylamino-4-oxo-3-quinolinecarboxylic acid). As a reaction SMILES: [NH2:1][CH2:2][C:3]1[S:4][CH:5]=[C:6]([C:8]2[C:17](F)=[C:16]3[C:11]([C:12](=[O:24])[C:13]([C:21]([OH:23])=[O:22])=[CH:14][N:15]3[CH2:19][CH3:20])=[CH:10][C:9]=2[F:25])[N:7]=1.[CH3:26][NH2:27]>>[NH2:1][CH2:2][C:3]1[S:4][CH:5]=[C:6]([C:8]2[C:17]([NH:27][CH3:26])=[C:16]3[C:11]([C:12](=[O:24])[C:13]([C:21]([OH:23])=[O:22])=[CH:14][N:15]3[CH2:19][CH3:20])=[CH:10][C:9]=2[F:25])[N:7]=1. Procedure: To 500 mg (1.37 mmol) of the 7-[2-(aminomethyl)-4-thiazolyl]-1-ethyl-6,8-difluoro-1,4-dihydro-4-oxo-3-quinolinecarboxylic acid was added 15 ml of 40% aqueous methylamine. The mixture was heated at 50° C. for 72 hours. The solution was taken to pH 6.5 and was filtered to give 350 mg of 7-[2-(aminomethyl)-4-thiazolyl]-1-ethyl-6-fluoro-1,4-dihydro-8-methylamino-4-oxo-3-quinolinecarboxylic acid, mp 194°-195° C. Reactants: C1=C(C=CC2=CC=CC=C12)SCC(=O)O (naphthalen-2-ylsulfanyl-acetic acid), C(=O)(N1C=NC=C1)N1C=NC=C1 (1,1′-carbonyldiimidazole), C(C)(=O)OCC=CC1=C(N2C([C@H]([C@H]2SC1)N)=O)C(=O)O ((6R,7R)-3-(3-acetoxy-propenyl)-7-amino-8-oxo-5-thia-1-aza-bicyclo[4.2.0]oct-2-ene-2-carboxylic acid). The solvent is C(C)(=O)OCC (ethyl acetate), CN(C(C)=O)C (N,N-dimethylacetamide). Reaction conditions: time 0.5 hour. The product is C(C)(=O)OC\C=C/C1=C(N2C([C@H]([C@H]2SC1)NC(CSC1=CC2=CC=CC=C2C=C1)=O)=O)C(=O)O ((Z)-(6R,7R)-3-(3-acetoxy-propenyl)-7-[2-(naphthalen-2-ylsulfanyl)-acetylamino]-8-oxo-5-thia-1-aza-bicyclo[4.2.0]oct-2-ene-2-carboxylic acid). Isolated yield 58.0%. As a reaction SMILES: [CH:1]1[C:10]2[C:5](=[CH:6][CH:7]=[CH:8][CH:9]=2)[CH:4]=[CH:3][C:2]=1[S:11][CH2:12][C:13]([OH:15])=O.C(N1C=CN=C1)(N1C=CN=C1)=O.[C:28]([O:31][CH2:32][CH:33]=[CH:34][C:35]1[CH2:42][S:41][C@H:40]2[N:37]([C:38](=[O:44])[C@H:39]2[NH2:43])[C:36]=1[C:45]([OH:47])=[O:46])(=[O:30])[CH3:29]>CN(C)C(=O)C.C(OCC)(=O)C>[C:28]([O:31][CH2:32]/[CH:33]=[CH:34]\[C:35]1[CH2:42][S:41][C@H:40]2[N:37]([C:38](=[O:44])[C@H:39]2[NH:43][C:13](=[O:15])[CH2:12][S:11][C:2]2[CH:3]=[CH:4][C:5]3[C:10](=[CH:9][CH:8]=[CH:7][CH:6]=3)[CH:1]=2)[C:36]=1[C:45]([OH:47])=[O:46])(=[O:30])[CH3:29]. Reported procedure: To a solution of 10.5 g (48 mmol) of naphthalen-2-ylsulfanyl-acetic acid in 80 ml of N,N-dimethylacetamide were added 7.8 g (48 mmol) of 1,1′-carbonyldiimidazole and the reaction mixture was stirred for 0.5 h at 20° under an atmosphere of argon. To the yellow solution were added 11.93 g (0.5 mmol) of (Z and E)-(6R,7R)-3-(3-acetoxy-propenyl)-7-amino-8-oxo-5-thia-1-aza-bicyclo[4.2.0]oct-2-ene-2-carboxylic acid and stirring was continued for 3 h at 20°. The brown solution was diluted with ethyl ace... The reactants are COCOC1=C(C=C(C=C1)C)[N+](=O)[O-] (1-methoxymethoxy-4-methyl-2-nitrobenzene), C(C1=CC=CC=C1)=O (benzaldehyde), C(C)(=O)[O-].[Na+] (sodium acetate), [BH4-].[Na+] (sodium borohydride), [OH-].[Na+] (sodium hydroxide). Solvent: C(C)(=O)O (acetic acid), C(C)O (ethanol). Reaction conditions: time 1 hour. Yields the product C(C1=CC=CC=C1)NC1=C(C=CC(=C1)C)OCOC (N-benzyl-2-methoxymethoxy-5-methylaniline). Reaction SMILES: [CH3:1][O:2][CH2:3][O:4][C:5]1[CH:10]=[CH:9][C:8]([CH3:11])=[CH:7][C:6]=1[N+:12]([O-])=O.[CH:15](=O)[C:16]1[CH:21]=[CH:20][CH:19]=[CH:18][CH:17]=1.C([O-])(=O)C.[Na+].[BH4-].[Na+].[OH-].[Na+]>C(O)(=O)C.C(O)C>[CH2:15]([NH:12][C:6]1[CH:7]=[C:8]([CH3:11])[CH:9]=[CH:10][C:5]=1[O:4][CH2:3][O:2][CH3:1])[C:16]1[CH:21]=[CH:20][CH:19]=[CH:18][CH:17]=1 |f:2.3,4.5,6.7|. Reported procedure: To a solution of 2-methoxymethoxy-5-methylaniline (see Example 8) (15.6 g, 93.3 mmol), ethanol (100 ml), acetic acid (75 ml), benzaldehyde (19.0 ml, 187 mmol) and sodium acetate (15.5 g, 189 mmol) was added sodium borohydride (7.15 g, 189 mmol) under ice-cooling over a period of 30 minutes. The reaction mixture was stirred at 0° C. to room temperature for 1 hour. The reaction mixture was poured into 1N sodium hydroxide (500 ml) and extracted with ethyl acetate. The extract was washed with brine,... Starting materials: Cl (hydrochloric acid), ClCC1=CC=C(OCC=2N=C(SC2)C2=CC=CC=C2)C=C1 (4-(4-chloromethylphenoxymethyl)-2-phenylthiazole), OC1=C(C=CC=C1)CC(=O)OC (methyl 2-(2-hydroxyphenyl)acetate), C([O-])([O-])=O.[K+].[K+] (potassium carbonate). Solvent: CN(C=O)C (N,N-dimethylformamide). Run at time 8 hour. The product is C1(=CC=CC=C1)C=1SC=C(N1)COC1=CC=C(COC2=C(C=CC=C2)CC(=O)O)C=C1 (2-[2-[4-[(2-phenyl-4-thiazolyl)methoxy]benzyloxy]phenyl]acetic acid). The yield is 29.3%. Reaction SMILES: Cl[CH2:2][C:3]1[CH:21]=[CH:20][C:6]([O:7][CH2:8][C:9]2[N:10]=[C:11]([C:14]3[CH:19]=[CH:18][CH:17]=[CH:16][CH:15]=3)[S:12][CH:13]=2)=[CH:5][CH:4]=1.[OH:22][C:23]1[CH:28]=[CH:27][CH:26]=[CH:25][C:24]=1[CH2:29][C:30]([O:32]C)=[O:31].C(=O)([O-])[O-].[K+].[K+].Cl>CN(C)C=O>[C:14]1([C:11]2[S:12][CH:13]=[C:9]([CH2:8][O:7][C:6]3[CH:20]=[CH:21][C:3]([CH2:2][O:22][C:23]4[CH:28]=[CH:27][CH:26]=[CH:25][C:24]=4[CH2:29][C:30]([OH:32])=[O:31])=[CH:4][CH:5]=3)[N:10]=2)[CH:19]=[CH:18][CH:17]=[CH:16][CH:15]=1 |f:2.3.4|. Procedure: A mixture of 4-(4-chloromethylphenoxymethyl)-2-phenylthiazole (1.95 g), methyl 2-(2-hydroxyphenyl)acetate (1.00 g), anhydrous potassium carbonate (0.85 g) and N,N-dimethylformamide (15 mL) was stirred overnight at room temperature. The reaction mixture was poured into dilute hydrochloric acid and extracted with ethyl acetate. The organic layer was washed with saturated brine, dried over anhydrous magnesium sulfate and concentrated. To a mixture of the obtained residue, tetrahydrofuran (10 mL) an...